This data is from the Open Reaction Database (ORD), a public repository of structured organic reaction records. The task is: describe an organic reaction: reactants, conditions, products, and yield Reactants: Br/C(=C/[C@H]1[C@H]2CC(O[C@H]2C[C@H]1OC(C1=CC=CC=C1)=O)=O)/[C@H]([C@H](CC#CCC)C)O ((1S,5R,6R,7R)-6-[(E)-(3S,4S)-2-bromo-3-hydroxy-4-methyl-non-1-en-6-inyl]-7-benzoyloxy-2-oxa-bicyclo[3.3.0]octan-3-one), Cl (hydrochloric acid), C([O-])([O-])=O.[K+].[K+] (potassium carbonate). The solvent is reagent-grade, CO (methanol). Reaction conditions: temperature 25 celsius, time 3 hour. The product is Br/C(=C/[C@H]1[C@H]2CC(O[C@H]2C[C@H]1O)=O)/[C@H]([C@H](CC#CCC)C)O ((1S,5R,6R,7R)-6-[(E)-(3S,4S)-2-Bromo-3-hydroxy-4-methyl-non-1-en-6-inyl]-7-hydroxy-2-oxa-bicyclo[3.3.0]octan-3-one). Isolated yield 82.1%. As a reaction SMILES: [Br:1]/[C:2](/[C@@H:22]([OH:30])[C@@H:23]([CH3:29])[CH2:24][C:25]#[C:26][CH2:27][CH3:28])=[CH:3]/[C@@H:4]1[C@H:11]([O:12]C(=O)C2C=CC=CC=2)[CH2:10][C@H:9]2[C@@H:5]1[CH2:6][C:7](=[O:21])[O:8]2.C(=O)([O-])[O-].[K+].[K+].Cl>CO>[Br:1]/[C:2](/[C@@H:22]([OH:30])[C@@H:23]([CH3:29])[CH2:24][C:25]#[C:26][CH2:27][CH3:28])=[CH:3]/[C@@H:4]1[C@H:11]([OH:12])[CH2:10][C@H:9]2[C@@H:5]1[CH2:6][C:7](=[O:21])[O:8]2 |f:1.2.3|. Procedure details: 3.12 g of (1S,5R,6R,7R)-6-[(E)-(3S,4S)-2-bromo-3-hydroxy-4-methyl-non-1-en-6-inyl]-7-benzoyloxy-2-oxa-bicyclo[3.3.0]octan-3-one was dissolved in 18 ml of reagent-grade methanol, mixed with 290 mg of finely powdered potassium carbonate and allowed to stir for 3 hours at 25° C. By adding a 50% hydrochloric acid, it was adjusted to pH 7 and concentrated by evaporation at 30° C. in a water jet vacuum. The residue was taken up in methylene chloride, filtered on magnesium sulfate and Celite, again con... The reactants are [Si](C1=CC=CC=C1)(C1=CC=CC=C1)(C(C)(C)C)OCC1=CC=C(C(=C1N1C[C@H](O[C@H](C1)C)C)Cl)F ((2R,6S)-[6-({[tert-butyl(diphenyl)silyl]oxy}methyl)-2-chloro-3-fluorophenyl]-2,6-dimethylmorpholine), [Si](C1=CC=CC=C1)(C1=CC=CC=C1)(C(C)(C)C)OCC1=CC=C(C(=C1N1C[C@H](O[C@H](C1)C)C)Cl)F ((2R,6S)-[6-({[tert-butyl(diphenyl)silyl]oxy}methyl)-2-chloro-3-fluorophenyl]-2,6-dimethylmorpholine), CON(C(=O)C1=CN=NC=C1)C (N-methoxy-N-methylpyridazine-4-carboxamide). Product: [Si](C1=CC=CC=C1)(C1=CC=CC=C1)(C(C)(C)C)OCC=1C(=C(C(=C(C1)C(=O)C1=CN=NC=C1)F)Cl)N1C[C@H](O[C@H](C1)C)C ({5-({[tert-butyl(diphenyl)silyl]oxy}methyl)-3-chloro-4-[(2R,6S)-2,6-dimethylmorpholin-4-yl]-2-fluorophenyl}(pyridazin-4-yl)methanone). As a reaction SMILES: [Si:1]([O:18][CH2:19][C:20]1[C:25]([N:26]2[CH2:31][C@H:30]([CH3:32])[O:29][C@H:28]([CH3:33])[CH2:27]2)=[C:24]([Cl:34])[C:23]([F:35])=[CH:22][CH:21]=1)([C:14]([CH3:17])([CH3:16])[CH3:15])([C:8]1[CH:13]=[CH:12][CH:11]=[CH:10][CH:9]=1)[C:2]1[CH:7]=[CH:6][CH:5]=[CH:4][CH:3]=1.CON(C)[C:39]([C:41]1[CH:46]=[CH:45][N:44]=[N:43][CH:42]=1)=[O:40]>>[Si:1]([O:18][CH2:19][C:20]1[C:25]([N:26]2[CH2:31][C@H:30]([CH3:32])[O:29][C@H:28]([CH3:33])[CH2:27]2)=[C:24]([Cl:34])[C:23]([F:35])=[C:22]([C:39]([C:41]2[CH:46]=[CH:45][N:44]=[N:43][CH:42]=2)=[O:40])[CH:21]=1)([C:14]([CH3:16])([CH3:17])[CH3:15])([C:2]1[CH:7]=[CH:6][CH:5]=[CH:4][CH:3]=1)[C:8]1[CH:13]=[CH:12][CH:11]=[CH:10][CH:9]=1. Reported procedure: Starting materials: (2R,6S)-4-[6-({[tert-butyl(diphenyl)silyl]oxy}methyl)-2-chloro-3-fluorophenyl]-2,6-dimethylmorpholine (Intermediate 42) and N-methoxy-N-methylpyridazine-4-carboxamide The reactants are [O-]CC.[Na+] (Sodium ethoxide), CC(=O)C1CC1 (cyclopropyl methyl ketone), C1(CC1)C(=O)OC (methyl cyclopropane carboxylate). The solvent is CS(=O)C (DMSO). Reaction conditions: temperature 60 celsius. Yields the product C1(CC1)C(CC(=O)C1CC1)=O (1,3-dicyclopropylpropane-1,3-dione). Reaction SMILES: [O-]CC.[Na+].[CH3:5][C:6]([CH:8]1[CH2:10][CH2:9]1)=[O:7].[CH:11]1([C:14](OC)=[O:15])[CH2:13][CH2:12]1>CS(C)=O>[CH:11]1([C:14](=[O:15])[CH2:5][C:6]([CH:8]2[CH2:10][CH2:9]2)=[O:7])[CH2:13][CH2:12]1 |f:0.1|. Reported procedure: Sodium ethoxide (8 g, 117.64 mmol) was added to a solution of cyclopropyl methyl ketone (5 g, 59.4 mmol) and methyl cyclopropane carboxylate (12 ml, 118.9 mmol) in DMSO (30 mL). The resulting mixture was heated at 60° C. overnight and then cooled to 0° C. After quenching the reaction with 6N HCl, work-up (H2O/AcOEt) gave the title compound as a brown liquid which was used without any purification. 1H-NMR (δ ppm, CDCl3, 400 MHz): 16.05 (bs, 0.6H), 5.72 (s, 0.6H) 3.78 (s, 0.8H), 2.08-2.0 (m, 0.8H)... The reactants are Cl.C(C1=CC=CC=C1)N1CC2CC=3C=C(C=CC3C(C1)C2)OCC (11-Benzyl-5-Ethoxy-11-aza-tricyclo[7.3.1.02,7]trideca-2(7),3,5-triene hydrochloride), C(=O)[O-].[NH4+] (ammonium formate). The reagents and catalysts are [OH-].[OH-].[Pd+2] (Pd(OH)2/C). The solvent is CO (methanol). Yields the product Cl.C(C)OC=1C=CC=2C3CNCC(CC2C1)C3 (5-ETHOXY-11-AZA-TRICYCLO[7.3.1.02,7]TRIDECA-2(7),3.5-TRIENE HYDROCHLORIDE). Yield: 62.7%. As a reaction SMILES: [ClH:1].C([N:9]1[CH2:20][CH:19]2[CH2:21][CH:11]([CH2:12][C:13]3[CH:14]=[C:15]([O:22][CH2:23][CH3:24])[CH:16]=[CH:17][C:18]=32)[CH2:10]1)C1C=CC=CC=1.C([O-])=O.[NH4+]>CO.[OH-].[OH-].[Pd+2]>[ClH:1].[CH2:23]([O:22][C:15]1[CH:16]=[CH:17][C:18]2[CH:19]3[CH2:21][CH:11]([CH2:12][C:13]=2[CH:14]=1)[CH2:10][NH:9][CH2:20]3)[CH3:24] |f:0.1,2.3,5.6.7,8.9|. Procedure: 11-Benzyl-5-Ethoxy-11-aza-tricyclo[7.3.1.02,7]trideca-2(7),3,5-triene hydrochloride (160 mg, mmol), ammonium formate (220 mg, 3.49 mmol) and 10%Pd(OH)2/C (100 mg) were combined in methanol (MeOH) (5 mL) and warmed to reflux for 15 min. The mixture was cooled, filtered, concentrated, diluted with sat. aq. Na2CO2 soln. and extracted with EtOAc (3×20 mL). The extracts were dried (MgSO4), filtered and concentrated to an oil (94 mg, 83%). (TLC 50%EtOAc/hexanes (NH3) Rf 0.20). 1H NMR (CDCl3) δ6.90 (d,... Reactants: ClC1=CC=NC2=C(C=CC=C12)O (4-chloroquinolin-8-ol), C(CCCCCCCCCCC)N (n-dodecylamine). The product is Cl.C(CCCCCCCCCCC)NC1=CC=NC2=C(C=CC=C12)O (4-(Dodecylamino)quinolin-8-ol Hydrochloride). Reaction SMILES: [Cl:1][C:2]1[C:11]2[C:6](=[C:7]([OH:12])[CH:8]=[CH:9][CH:10]=2)[N:5]=[CH:4][CH:3]=1.[CH2:13]([NH2:25])[CH2:14][CH2:15][CH2:16][CH2:17][CH2:18][CH2:19][CH2:20][CH2:21][CH2:22][CH2:23][CH3:24]>>[ClH:1].[CH2:13]([NH:25][C:2]1[C:11]2[C:6](=[C:7]([OH:12])[CH:8]=[CH:9][CH:10]=2)[N:5]=[CH:4][CH:3]=1)[CH2:14][CH2:15][CH2:16][CH2:17][CH2:18][CH2:19][CH2:20][CH2:21][CH2:22][CH2:23][CH3:24] |f:2.3|. Reported procedure: In a manner similar to that described in Example 49, Part B, 4-chloroquinolin-8-ol and n-dodecylamine were transformed into the title compound: m.p. 189°-190° C.; m/e 328 (molecular ion); NMR spectum consistent with assigned structure. Reactants: Cc1cccc(C#Cc2cn(-c3cc[nH]c(=O)c3)c(C)n2)c1, CSCCl, CN(C)C=O, [H-], [Na+]. Yields the product CSCn1ccc(-n2cc(C#Cc3cccc(C)c3)nc2C)cc1=O. Reaction SMILES: [CH3:1][c:2]1[n:3](-[c:16]2[cH:17][c:18](=[O:22])[nH:19][cH:20][cH:21]2)[cH:4][c:5]([C:7]#[C:8][c:9]2[cH:10][c:11]([CH3:15])[cH:12][cH:13][cH:14]2)[n:6]1.[CH3:25][S:26][CH2:27][Cl:28].[CH3:29][N:30]([CH3:31])[CH:32]=[O:33].[H-:23].[Na+:24]>>[CH3:1][c:2]1[n:3](-[c:16]2[cH:17][c:18](=[O:22])[n:19]([CH2:27][S:26][CH3:25])[cH:20][cH:21]2)[cH:4][c:5]([C:7]#[C:8][c:9]2[cH:10][c:11]([CH3:15])[cH:12][cH:13][cH:14]2)[n:6]1.